Dataset: the Open Reaction Database (ORD), a public repository of structured organic reaction records. Task: describe an organic reaction: reactants, conditions, products, and yield The reactants are FC(COC(C(=C)C)=O)(S(=O)(=O)[O-])F.C(C)[NH+](CC)CC (triethylammonium 1,1-difluoro-2-(2-methyl-acryloyloxy)-ethane-1-sulfonate), [Br-].C1(=CC=CC=C1)[S+](C1=CC=CC=C1)C1=CC=CC=C1 (triphenylsulfonium bromide). The solvent is C(Cl)(Cl)Cl (chloroform). Product: FC(COC(C(=C)C)=O)(S(=O)(=O)[O-])F.C1(=CC=CC=C1)[S+](C1=CC=CC=C1)C1=CC=CC=C1 (triphenylsulfonium 1,1-difluoro-2-(2-methyl-acryloyloxy)-ethane-1-sulfonate). Isolated yield 87.0%. RXN SMILES: [F:1][C:2]([F:14])([S:10]([O-:13])(=[O:12])=[O:11])[CH2:3][O:4][C:5](=[O:9])[C:6]([CH3:8])=[CH2:7].C([NH+](CC)CC)C.[Br-].[C:23]1([S+:29]([C:36]2[CH:41]=[CH:40][CH:39]=[CH:38][CH:37]=2)[C:30]2[CH:35]=[CH:34][CH:33]=[CH:32][CH:31]=2)[CH:28]=[CH:27][CH:26]=[CH:25][CH:24]=1>C(Cl)(Cl)Cl>[F:14][C:2]([F:1])([S:10]([O-:13])(=[O:12])=[O:11])[CH2:3][O:4][C:5](=[O:9])[C:6]([CH3:8])=[CH2:7].[C:36]1([S+:29]([C:23]2[CH:24]=[CH:25][CH:26]=[CH:27][CH:28]=2)[C:30]2[CH:35]=[CH:34][CH:33]=[CH:32][CH:31]=2)[CH:37]=[CH:38][CH:39]=[CH:40][CH:41]=1 |f:0.1,2.3,5.6|. Procedure details: A 50 mL reactor was charged with the triethylammonium 1,1-difluoro-2-(2-methyl-acryloyloxy)-ethane-1-sulfonate aqueous solution obtained by the 3rd step, and a solution of 3.18 g (8.9 millimoles) of triphenylsulfonium bromide and 20 g of chloroform, followed by 3 hours of stirring at room temperature. Subsequently, an organic layer was separated, and the thus obtained organic layer was rinsed with 20 g of water four times. Subsequently, it was rinsed with 20 g of diisopropyl ether three times an... The reactants are ester, C1CCOC1 (THF), [H-].[H-].[H-].[H-].[Li+].[Al+3] (LAH), [Si](C)(C)(C)C=[N+]=[N-] (TMSCHN2), acid 10-33, C1(=CC=CC=C1)C.CO (PhMe MeOH). Run at temperature 65 celsius, time 1.5 hour. The product is CN1CC2=CC=C(C=C2CC1)CO ((2-methyl-1,2,3,4-tetrahydroisoquinolin-6-yl)methanol). Reaction SMILES: [Si]([CH:5]=[N+:6]=[N-])(C)(C)C.[C:8]1([CH3:14])[CH:13]=[CH:12][CH:11]=[CH:10][CH:9]=1.[CH3:15][OH:16].[H-].[H-].[H-].[H-].[Li+].[Al+3].[CH2:23]1[CH2:27]OCC1>>[CH3:5][N:6]1[CH2:23][CH2:27][C:13]2[C:8](=[CH:9][CH:10]=[C:11]([CH2:15][OH:16])[CH:12]=2)[CH2:14]1 |f:1.2,3.4.5.6.7.8|. Procedure details: A solution of TMSCHN2 (2 M in hexanes, 36.0 mL, 72.0 mmol) is added to a stirred room temperature solution of acid 10-33 (9.99 g, 36.02 mmol) in a 1:1 mixture of PhMe/MeOH (134 mL). After 1.5 h, the mixture is quenched with glacial AcOH (10 mL) and stirred for an additional 5 min. The solvents are removed in vacuo to provide the crude ester as a solid upon standing. The intermediate ester (15.2 g, 52.1 mmol) is dissolved in THF (200 mL) and treated with LAH powder (4.95 g, 130 mmol). The resulti... Reactants: O=C=NC1CC(CN=C=O)(CC(C1)(C)C)C (isophorone diisocyanate), C(C=C)(=O)OCC(COC(C=C)=O)(COC(C=C)=O)CO (pentaerythritol triacrylate). Run in CC(C)CC(=O)C (MIBK), CC(C)CC(=O)C (MIBK). Run at time 4 hour. The product is C(C=C)(=O)O.NC(=O)OCC (urethane acrylate). Isolated yield 499.5%. As a reaction SMILES: [C:1]([O:5][CH2:6][C:7](CO)(COC(=O)C=C)COC(=O)C=C)(=[O:4])[CH:2]=[CH2:3].O=C=[N:24]C1CC(C)(C)CC(C)(CN=C=O)C1>CC(CC(C)=O)C>[C:1]([OH:5])(=[O:4])[CH:2]=[CH2:3].[NH2:24][C:1]([O:5][CH2:6][CH3:7])=[O:4] |f:3.4|. Procedure details: A solution containing 50 ml of MIBK and 59.6 g (0.20 moles) of pentaerythritol triacrylate was added dropwisely to a solution containing 100 ml of MIBK and 22.2 g (0.1 moles) of isophorone diisocyanate included in a 500 ml flask at the temperature of 25° C., while air bubbling was conducted. After the dropwise addition was completed, 0.3 g of dibutyltin dilaurate was added to the mixture, and heating and stirring were conducted for 4 hours at the temperature of 70° C. After the reaction was comp... Reactants: [BH3-]C#N, CC(=O)O, CC#N, [Na+], CC(OCC1(c2ccccc2)CCNCC1)c1cc(C(F)(F)F)cc2cn[nH]c12. The product is CC(OCC1(c2ccccc2)CCN(C)CC1)c1cc(C(F)(F)F)cc2cn[nH]c12. RXN SMILES: [C:30]([BH3-:31])#[N:32].[CH3:34][C:35](=[O:36])[OH:37].[CH3:38][C:39]#[N:40].[Na+:33].[c:1]1([C:7]2([CH2:13][O:14][CH:15]([CH3:16])[c:17]3[cH:18][c:19]([C:26]([F:27])([F:28])[F:29])[cH:20][c:21]4[cH:22][n:23][nH:24][c:25]34)[CH2:8][CH2:9][NH:10][CH2:11][CH2:12]2)[cH:2][cH:3][cH:4][cH:5][cH:6]1>>[c:1]1([C:7]2([CH2:13][O:14][CH:15]([CH3:16])[c:17]3[cH:18][c:19]([C:26]([F:27])([F:28])[F:29])[cH:20][c:21]4[cH:22][n:23][nH:24][c:25]34)[CH2:8][CH2:9][N:10]([CH3:30])[CH2:11][CH2:12]2)[cH:2][cH:3][cH:4][cH:5][cH:6]1. Starting materials: C1(CC(CC1)C=O)C=O (1,3-cyclopentanedicarbaldehyde), [BH4-].[Na+] (NaBH4). The solvent is O (water). Reaction conditions: temperature 0 celsius, time 3 hour. Yields the product C1(CC(CC1)CO)CO (Cyclopentane-1,3-diyldimethanol). As a reaction SMILES: [CH:1]1([CH:8]=[O:9])[CH2:5][CH2:4][CH:3]([CH:6]=[O:7])[CH2:2]1.[BH4-].[Na+]>O>[CH:1]1([CH2:8][OH:9])[CH2:5][CH2:4][CH:3]([CH2:6][OH:7])[CH2:2]1 |f:1.2|. Procedure details: To 1,3-cyclopentanedicarbaldehyde I-19 (1 equivalent) taken in a flask was added deoxygenated methanol. The reaction mixture was cooled to 0° C. and NaBH4 (2 equivalents) was added in small aliquots in order to avoid a raise in the reaction temperature above 10° C. The reaction mixture was left to warm to room temperature and stirred for an additional 3 h under nitrogen atmosphere. Distilled water was added to the reaction mixture to quench any remaining NaBH4 and then rotary evaporated to remov...